From a dataset of the Open Reaction Database (ORD), a public repository of structured organic reaction records. describe an organic reaction: reactants, conditions, products, and yield Reactants: BrCCCOC(C)=O (Acetic acid 3-bromo-propyl ester), [N-]=[N+]=[N-].[Na+] (sodium azide). The solvent is C(C)(C)(C)O (tert-butanol), O (water). The product is N(=[N+]=[N-])CCCOC(C)=O (acetic acid 3-azido-propyl ester). Isolated yield 59.7%. As a reaction SMILES: Br[CH2:2][CH2:3][CH2:4][O:5][C:6](=[O:8])[CH3:7].[N-:9]=[N+:10]=[N-:11].[Na+]>O.C(O)(C)(C)C>[N:9]([CH2:2][CH2:3][CH2:4][O:5][C:6](=[O:8])[CH3:7])=[N+:10]=[N-:11] |f:1.2|. Reported procedure: Acetic acid 3-bromo-propyl ester (6.7 g, 37 mmol) was suspended in water (50 mL) and tert-butanol (20 mL). To the resulting mixture was then added sodium azide (2.76 g, 42.6 mmol) and the reaction mixture was heated to reflux for 18 hours, then concentrated to half of its volume. The reaction mixture was partitioned with water and ethyl acetate. The organic layer was washed with water, dried with Na2SO4, filtered and the solvent evaporated in vacuo to yield the acetic acid 3-azido-propyl ester (... The reactants are FC1=CC=C(C=C1)O (4-fluorophenol), C(C=C)#N (acrylonitrile), cupric hydroxide. Product: colorless liquid, FC1=CC=C(OCCC#N)C=C1 (3-(4-fluorophenoxy)propionitrile). Isolated yield 85.0%. As a reaction SMILES: [F:1][C:2]1[CH:7]=[CH:6][C:5]([OH:8])=[CH:4][CH:3]=1.[C:9](#[N:12])[CH:10]=[CH2:11]>>[F:1][C:2]1[CH:7]=[CH:6][C:5]([O:8][CH2:11][CH2:10][C:9]#[N:12])=[CH:4][CH:3]=1. Procedure: A mixture of 11.2 g of 4-fluorophenol, 26.5 g of acrylonitrile and 4.9 g of cupric hydroxide was refluxed for 8 hours with stirring, and then acrylonitrile and 4-fluorophenol were removed from the mixture under reduced pressure. After diluting the obtained residue with ether and filtering solid, the ether layer was successively washed with 10% aqueous solution of sodium hydroxide and 2N hydrochloric acid and dehydrated with anhydrous magnesium sulfate. Ether was distilled away to give 14.02 g of... Starting materials: CN(C1=CC=C(C=C1)Cl)CC(CNC(C1=CC=CC=C1)=O)O (N-methyl-N-(2-hydroxy-3-benzoylaminopropyl)-4-chloroaniline), P(=O)(Cl)(Cl)Cl (phosphorus oxychloride). Run in [N+](=O)([O-])C1=CC=CC=C1 (nitrobenzene). Conditions: temperature 95 celsius. The product is Cl.ClC1CN(C2=C(C(=NC1)C1=CC=CC=C1)C=C(C=C2)Cl)C (3,8-dichloro-1-methyl-6-phenyl-1,2,3,4-tetrahydro-1,5-benzodiazocine hydrochloride). Reaction SMILES: [CH3:1][N:2]([CH2:10][CH:11](O)[CH2:12][NH:13][C:14](=O)[C:15]1[CH:20]=[CH:19][CH:18]=[CH:17][CH:16]=1)[C:3]1[CH:8]=[CH:7][C:6]([Cl:9])=[CH:5][CH:4]=1.P(Cl)(Cl)([Cl:25])=O>[N+](C1C=CC=CC=1)([O-])=O>[ClH:9].[Cl:25][CH:11]1[CH2:12][N:13]=[C:14]([C:15]2[CH:20]=[CH:19][CH:18]=[CH:17][CH:16]=2)[C:4]2[CH:5]=[C:6]([Cl:9])[CH:7]=[CH:8][C:3]=2[N:2]([CH3:1])[CH2:10]1 |f:3.4|. Procedure details: A mixture of 32 grams of N-methyl-N-(2-hydroxy-3-benzoylaminopropyl)-4-chloroaniline and 50 milliliters of phosphorus oxychloride and 100 milliliters of nitrobenzene was heated at a temperature of 95° C. during the course of 22 hours. The excess phosphorus oxychloride and the nitrobenzene were then distilled therefrom at a subatmospheric pressure. The residue was then extracted with chloroform and treated with ice water and dilute sodium hydroxide as described hereinbefore in Example 1. The chlo... Starting materials: [OH-].[K+] (potassium hydroxide), poly (acrylamide), C(C=C)(=O)N (acrylamide), C(C=C)(=O)O (acrylic acid). Run in stainless steel. Product: C(C=C)(=O)[O-].[K+] (potassium acrylate), C(C=C)(=O)N (acrylamide). Reaction SMILES: [C:1]([NH2:5])(=[O:4])[CH:2]=[CH2:3].[C:6]([OH:10])(=[O:9])[CH:7]=[CH2:8].[OH-].[K+:12]>>[C:6]([O-:10])(=[O:9])[CH:7]=[CH2:8].[K+:12].[C:1]([NH2:5])(=[O:4])[CH:2]=[CH2:3] |f:2.3,4.5|. Procedure: A 34 gallon batch of a 19 weight percent potassium acrylate and 35 weight percent aqueous acrylamide solution was prepared as follows: 219 pounds of a 50 weight percent acrylamide solution was contacted with 38.4 pounds of acrylic acid, followed by the controlled addition of 58.2 pounds of a 50 percent by weight potassium hydroxide solution, 9.8 pounds of high molecular weight poly (acrylamide), P-250 (commercially available from American Cyanamid, Wayne, New Jersey 07470) in powder form was add...